Dataset: the Open Reaction Database (ORD), a public repository of structured organic reaction records. Task: describe an organic reaction: reactants, conditions, products, and yield Reactants: CCOC(=O)/N=N/C(=O)OCC (DEAD), C1(C=2C(C(N1)=O)=CC=CC2)=O (phthalimide), C(C)(C)(C)OC(N[C@@H](CCC)CO)=O (((S)-1-hydroxymethyl-butyl)-carbamic acid tert-butyl ester), C1(=CC=CC=C1)P(C1=CC=CC=C1)C1=CC=CC=C1 (triphenylphosphine). The solvent is C(Cl)Cl (DCM). Reaction conditions: time 8 hour. Product: C(C)(C)(C)OC(N[C@@H](CCC)CN1C(C2=CC=CC=C2C1=O)=O)=O ([(S)-1-(1,3-Dioxo-1,3-dihydro-isoindol-2-ylmethyl)-butyl]-carbamic acid tert-butyl ester). Reaction SMILES: [C:1]1(=[O:11])[NH:5][C:4](=[O:6])[C:3]2=[CH:7][CH:8]=[CH:9][CH:10]=[C:2]12.[C:12]([O:16][C:17](=[O:25])[NH:18][C@H:19]([CH2:23]O)[CH2:20][CH2:21][CH3:22])([CH3:15])([CH3:14])[CH3:13].C1(P(C2C=CC=CC=2)C2C=CC=CC=2)C=CC=CC=1.CCOC(/N=N/C(OCC)=O)=O>C(Cl)Cl>[C:12]([O:16][C:17](=[O:25])[NH:18][C@H:19]([CH2:23][N:5]1[C:1](=[O:11])[C:2]2[C:3](=[CH:7][CH:8]=[CH:9][CH:10]=2)[C:4]1=[O:6])[CH2:20][CH2:21][CH3:22])([CH3:15])([CH3:14])[CH3:13]. Procedure: To a mixture of phthalimide (1.43 g, 9.72 mmol), ((S)-1-hydroxymethyl-butyl)-carbamic acid tert-butyl ester (prepared according to the procedure described in US 2007/0032433 page 232) (1.97 g, 9.69 mmol) and triphenylphosphine (2.55 g, 9.72 mmol) in DCM (25 mL) at 0° C. is added DEAD (1.6 mL, 10.2 mmol) dropwise. The reaction mixture is stirred at RT overnight. The reaction mixture is adsorbed onto silica gel and purification by chromatograghy (SiO2, 0-15% EtOAc in iso-hexane) affords the title ... The reactants are NC1=NC=2NC(C(=NC2C(=N1)O)C)(C)C (2-amino-4-hydroxy-6-methyl-7,7-dimethyl-7,8-dihydropteridine), NC1=NC=2NC(C(=NC2C(=N1)O)CC)(CCC)CCC (2-amino-4-hydroxy-6-ethyl-7,7-di-n-propyl-7,8-dihydropteridine), ClCl (chlorine). Solvent: C(C)(=O)O (acetic acid). Product: NC1=NC=2NC(C(=NC2C(=N1)O)CCl)(C)C (2-Amino-4-hydroxy-6-chloromethyl-7,7-dimethyl-7,8-dihydropteridine). As a reaction SMILES: [Cl:1]Cl.[NH2:3][C:4]1[N:13]=[C:12]([OH:14])[C:11]2[N:10]=[C:9]([CH3:15])[C:8]([CH3:17])([CH3:16])[NH:7][C:6]=2[N:5]=1.NC1N=C(O)C2N=C(CC)C(CCC)(CCC)NC=2N=1>C(O)(=O)C>[NH2:3][C:4]1[N:13]=[C:12]([OH:14])[C:11]2[N:10]=[C:9]([CH2:15][Cl:1])[C:8]([CH3:17])([CH3:16])[NH:7][C:6]=2[N:5]=1. Procedure: A slight excess of chlorine was added with stirring to 2-amino-4-hydroxy-6-methyl-7,7-dimethyl-7,8-dihydropteridine, (II, X = Me, R1 =R2 =n-Pr) in glacial acetic acid, and the resulting precipitate was filtered off and washed with dry ether, and isolated analogously to the procedure described in Example 3.